From a dataset of the Open Reaction Database (ORD), a public repository of structured organic reaction records. describe an organic reaction: reactants, conditions, products, and yield Starting materials: CN1CCCC1=O, C#C[Si](C)(C)C, CCN(C(C)C)C(C)C, [Cu]I, Nc1ncccc1I, O, c1ccc(P(c2ccccc2)(c2ccccc2)[Pd](P(c2ccccc2)(c2ccccc2)c2ccccc2)(P(c2ccccc2)(c2ccccc2)c2ccccc2)P(c2ccccc2)(c2ccccc2)c2ccccc2)cc1. As a reaction SMILES: [CH3:24][N:25]1[CH2:26][CH2:27][CH2:28][C:29]1=[O:30].[CH3:9][Si:10]([CH3:11])([CH3:12])[C:13]#[CH:14].[CH:15]([N:16]([CH2:17][CH3:18])[CH:19]([CH3:20])[CH3:21])([CH3:22])[CH3:23].[Cu:31][I:32].[I:1][c:2]1[c:3]([NH2:8])[n:4][cH:5][cH:6][cH:7]1.[OH2:110].[cH:33]1[cH:34][cH:35][c:36]([P:37]([Pd:38]([P:39]([c:40]2[cH:41][cH:42][cH:43][cH:44][cH:45]2)([c:46]2[cH:47][cH:48][cH:49][cH:50][cH:51]2)[c:52]2[cH:53][cH:54][cH:55][cH:56][cH:57]2)([P:58]([c:59]2[cH:60][cH:61][cH:62][cH:63][cH:64]2)([c:65]2[cH:66][cH:67][cH:68][cH:69][cH:70]2)[c:71]2[cH:72][cH:73][cH:74][cH:75][cH:76]2)[P:77]([c:78]2[cH:79][cH:80][cH:81][cH:82][cH:83]2)([c:84]2[cH:85][cH:86][cH:87][cH:88][cH:89]2)[c:90]2[cH:91][cH:92][cH:93][cH:94][cH:95]2)([c:96]2[cH:97][cH:98][cH:99][cH:100][cH:101]2)[c:102]2[cH:103][cH:104][cH:105][cH:106][cH:107]2)[cH:108][cH:109]1>>[c:2]1([C:14]#[C:13][Si:10]([CH3:9])([CH3:11])[CH3:12])[c:3]([NH2:8])[n:4][cH:5][cH:6][cH:7]1. The product is C[Si](C)(C)C#Cc1cccnc1N. Reactants: resultant mixture, C1(=CC=CC=C1)SCC(=O)C1=C(C=CC=C1)O (2-phenylthio-2'-hydroxyacetophenone), N1C=NC=C1 (imidazole), S(=O)(Cl)Cl (thionyl chloride), Ice water. Solvent: C(C)N(CC)CC (triethylamine), C(Cl)Cl (methylene chloride), C(Cl)Cl (methylene chloride), C(C)N(CC)CC (triethylamine). Reaction conditions: time 2 hour. The product is Compound 61, OC1=C(C=CC=C1)C(=CSC1=CC=CC=C1)C=1NC=CN1 (1-(2-hydroxyphenyl)-1 -imidazolyl-2-phenylthioethylene). RXN SMILES: [NH:1]1[CH:5]=[CH:4][N:3]=[CH:2]1.S(Cl)(Cl)=O.[C:10]1([S:16][CH2:17][C:18]([C:20]2[CH:25]=[CH:24][CH:23]=[CH:22][C:21]=2[OH:26])=O)[CH:15]=[CH:14][CH:13]=[CH:12][CH:11]=1>C(Cl)Cl.C(N(CC)CC)C>[OH:26][C:21]1[CH:22]=[CH:23][CH:24]=[CH:25][C:20]=1[C:18]([C:2]1[NH:1][CH:5]=[CH:4][N:3]=1)=[CH:17][S:16][C:10]1[CH:15]=[CH:14][CH:13]=[CH:12][CH:11]=1. Procedure: To a suspension of 1.02 g of imidazole, 1.52 g of triethylamine and 30 ml of dry methylene chloride, 1.78 g of thionyl chloride was added with ice-cooling. The resultant mixture was stirred for 30 minutes, followed by addition of 2.44 g of 2-phenylthio-2'-hydroxyacetophenone and a solution consisting of 1.16 g of triethylamine and 5 ml of dry methylene chloride. The reaction mixture was stirred at room temperature for further 2 hours. Ice water was then added to the reaction mixture, followed by...